Dataset: the Open Reaction Database (ORD), a public repository of structured organic reaction records. Task: describe an organic reaction: reactants, conditions, products, and yield Reactants: O=C([O-])[O-], Cl, [Cs+], [Cs+], O=Cc1cc(I)ccc1F, NNc1cccc(C(=O)O)c1, CN(C)C=O, O. Yields the product O=C(O)c1cccc(NN=Cc2cc(I)ccc2F)c1. As a reaction SMILES: [C:22](=[O:23])([O-:24])[O-:25].[ClH:28].[Cs+:26].[Cs+:27].[F:12][c:13]1[c:14]([CH:15]=[O:16])[cH:17][c:18]([I:21])[cH:19][cH:20]1.[NH:1]([NH2:2])[c:3]1[cH:4][c:5]([C:6](=[O:7])[OH:8])[cH:9][cH:10][cH:11]1.[O:29]=[CH:30][N:31]([CH3:32])[CH3:33].[OH2:34]>>[NH:1]([N:2]=[CH:15][c:14]1[c:13]([F:12])[cH:20][cH:19][c:18]([I:21])[cH:17]1)[c:3]1[cH:4][c:5]([C:6](=[O:7])[OH:8])[cH:9][cH:10][cH:11]1. Starting materials: CC1=C(C=C(C=C1)O)OC (4-methyl-3-(methyloxy)phenol), C([O-])([O-])=O.[K+].[K+] (potassium carbonate), ClC1=NC=C(C=C1)[N+](=O)[O-] (2-chloro-5-nitropyridine). The solvent is CN(C=O)C (N,N-dimethylformamide). Reaction conditions: temperature 115 celsius, time 2 hour. Yields the product CC1=C(C=C(C=C1)OC1=NC=C(C=C1)[N+](=O)[O-])OC (2-{[4-methyl-3-(methyloxy)phenyl]oxy}-5-nitropyridine). Yield: 75.7%. RXN SMILES: [CH3:1][C:2]1[CH:7]=[CH:6][C:5]([OH:8])=[CH:4][C:3]=1[O:9][CH3:10].C(=O)([O-])[O-].[K+].[K+].Cl[C:18]1[CH:23]=[CH:22][C:21]([N+:24]([O-:26])=[O:25])=[CH:20][N:19]=1>CN(C)C=O>[CH3:1][C:2]1[CH:7]=[CH:6][C:5]([O:8][C:18]2[CH:23]=[CH:22][C:21]([N+:24]([O-:26])=[O:25])=[CH:20][N:19]=2)=[CH:4][C:3]=1[O:9][CH3:10] |f:1.2.3|. Procedure: To a solution of 4-methyl-3-(methyloxy)phenol (Reference Intermediate R2, 400 mg) in dry N,N-dimethylformamide (15 mL), potassium carbonate (1200 mg, 8.69 mmol) and then 2-chloro-5-nitropyridine (551 mg, 3.47 mmol) were added and the reaction mixture was stirred for 2 hours at 115° C. The reaction was quenched with water (10 mL), diluted with brine (20 mL) and extracted with ethyl acetate (3 times 30 mL). The organic layer was washed with ice cold brine (2 times 30 mL), dried over sodium sulphat... The reactants are C1(=CCC1)C1=CC=C(C=C1)C1=CN(C=C(C1=O)OC)C=C (3-[4-(1-cyclobutenyl)phenyl]-5-methoxy-1-vinyl-4(1H)-pyridone), C=1(C(=CC=CC1)S(=O)(=O)[O-])C (toluenesulfonate). Yields the product C1(CC=CCC1)C1=CN(C=C(C1=O)C1=CC(=CC=C1)C1CCCCC1)N(C)C (3-(3-cyclohexenyl)-5-(3-cyclohexylphenyl)-1-dimethylamino-4(1H)-pyridone). RXN SMILES: C1([C:5]2[CH:10]=[CH:9][C:8]([C:11]3[C:16](=[O:17])[C:15](OC)=[CH:14][N:13](C=C)[CH:12]=3)=[CH:7][CH:6]=2)CCC=1.[C:22]1(C)[C:23](S([O-])(=O)=O)=[CH:24][CH:25]=[CH:26][CH:27]=1>>[CH:9]1([C:15]2[C:16](=[O:17])[C:11]([C:8]3[CH:7]=[CH:6][CH:5]=[C:10]([CH:27]4[CH2:22][CH2:23][CH2:24][CH2:25][CH2:26]4)[CH:9]=3)=[CH:12][N:13]([N:13]([CH3:14])[CH3:12])[CH:14]=2)[CH2:8][CH2:7][CH:6]=[CH:5][CH2:10]1. Reported procedure: 3-[4-(1-cyclobutenyl)phenyl]-5-methoxy-1-vinyl-4(1H)-pyridone, toluenesulfonate Reactants: ( A ), OC1=CC=C2CCC(CC2=C1)NCC(O)C1=CC=CC=C1 (2-[(7-hydroxy-1,2,3,4-tetrahydronaphth-2-yl)amino]-1-phenylethanol), OC1=CC=C2CCC(CC2=C1)NCC(O)C1=CC(=CC=C1)Cl (2-[(7-hydroxy-1,2,3,4-tetrahydronaphth-2-yl)amino]-1-(3-chlorophenyl)ethanol), BrCC(=O)OCC (ethyl bromoacetate). Product: C(=O)(OCC)COC1=CC=C2CCC(CC2=C1)NCC(O)C1=CC=CC=C1 (2-[(7-carbethoxymethoxy-1,2,3,4-tetrahydronaphth-2-yl)-amino]-1-phenylethanol), COMPOUND 1. As a reaction SMILES: [OH:1][C:2]1[CH:11]=[C:10]2[C:5]([CH2:6][CH2:7][CH:8]([NH:12][CH2:13][CH:14]([C:16]3[CH:21]=[CH:20][CH:19]=[CH:18][CH:17]=3)[OH:15])[CH2:9]2)=[CH:4][CH:3]=1.OC1C=C2C(CCC(NCC(C3C=CC=C(Cl)C=3)O)C2)=CC=1.Br[CH2:45][C:46]([O:48][CH2:49][CH3:50])=[O:47]>>[C:46]([CH2:45][O:1][C:2]1[CH:11]=[C:10]2[C:5]([CH2:6][CH2:7][CH:8]([NH:12][CH2:13][CH:14]([C:16]3[CH:21]=[CH:20][CH:19]=[CH:18][CH:17]=3)[OH:15])[CH2:9]2)=[CH:4][CH:3]=1)([O:48][CH2:49][CH3:50])=[O:47]. Reported procedure: Among the methods for the preparation of the products of formula (A) above, there is described an O-alkylation that, starting from 2-[(7-hydroxy-1,2,3,4-tetrahydronaphth-2-yl)amino]-1-phenylethanol or from 2-[(7-hydroxy-1,2,3,4-tetrahydronaphth-2-yl)amino]-1-(3-chlorophenyl)ethanol, by reaction with ethyl bromoacetate gives the 2-[(7-carbethoxymethoxy-1,2,3,4-tetrahydronaphth-2-yl)-amino]-1-phenylethanol, hereinafter designated COMPOUND 1, or the 2-[(7-carbethoxymethoxy-1,2,3,4-tetrahydronaphth-...